Dataset: the Open Reaction Database (ORD), a public repository of structured organic reaction records. Task: describe an organic reaction: reactants, conditions, products, and yield The reactants are COC=1C=CC=C(C1C=2C=CC=CC2P(C3CCCCC3)C4CCCCC4)OC (S-Phos), CC(CN1C(N(C2=NC(=CC=C21)B(O)O)C)=O)(C)C ([1-(2,2-dimethylpropyl)-3-methyl-2-oxo-2,3-dihydro-1H-imidazo[4,5-b]pyridin-5-yl]boronic acid), [O-]P(=O)([O-])[O-].[K+].[K+].[K+] (Potassium phosphate tribasic), ClC1=C(C#N)C=CC(=C1)O (2-chloro-4-hydroxybenzonitrile), ClC1=C(C#N)C=CC(=C1)O (2-chloro-4-hydroxybenzonitrile), COC=1C=CC=C(C1C=2C=CC=CC2P(C3CCCCC3)C4CCCCC4)OC (S-Phos). The reagents and catalysts are CC(=O)[O-].CC(=O)[O-].[Pd+2] (Pd(OAc)2), CC(=O)[O-].CC(=O)[O-].[Pd+2] (Pd(OAc)2). Run in O (water), C1CCOC1 (THF). The product is CC(CN1C(N(C2=NC(=CC=C21)C2=C(C#N)C=CC(=C2)O)C)=O)(C)C (2-[1-(2,2-dimethylpropyl)-3-methyl-2-oxo-2,3-dihydro-1H-imidazo[4,5-b]pyridin-5-yl]-4-hydroxybenzonitrile). Reaction SMILES: [CH3:1][C:2]([CH3:19])([CH3:18])[CH2:3][N:4]1[C:12]2[C:7](=[N:8][C:9](B(O)O)=[CH:10][CH:11]=2)[N:6]([CH3:16])[C:5]1=[O:17].[O-]P([O-])([O-])=O.[K+].[K+].[K+].Cl[C:29]1[CH:36]=[C:35]([OH:37])[CH:34]=[CH:33][C:30]=1[C:31]#[N:32].COC1C=CC=C(OC)C=1C1C=CC=CC=1P(C1CCCCC1)C1CCCCC1>C1COCC1.O.CC([O-])=O.CC([O-])=O.[Pd+2]>[CH3:1][C:2]([CH3:19])([CH3:18])[CH2:3][N:4]1[C:12]2[C:7](=[N:8][C:9]([C:29]3[CH:36]=[C:35]([OH:37])[CH:34]=[CH:33][C:30]=3[C:31]#[N:32])=[CH:10][CH:11]=2)[N:6]([CH3:16])[C:5]1=[O:17] |f:1.2.3.4,9.10.11|. Procedure details: To a solution of [1-(2,2-dimethylpropyl)-3-methyl-2-oxo-2,3-dihydro-1H-imidazo[4,5-b]pyridin-5-yl]boronic acid (16-1, 500 mg, 1.90 mmol) in anhydrous THF (15 ml) was added a solution of Potassium phosphate tribasic (807 mg, 3.80 mmol, 2.0 equiv) dissolved in water (2 ml). This mixture was treated with 2-chloro-4-hydroxybenzonitrile (409 mg, 2.66 mmol, 1.40 equiv), deoxygenated, then charged with Pd(OAc)2 (21 mg, 0.10 mmol, 0.05 equiv) and S-Phos (78 mg, 0.19 mmol, 0.10 equiv). The resulting dark... The reactants are B(F)(F)F (BF3), C(C)(=O)[O-].[Na+] (sodium acetate), C(CCC)(=O)OC(CCC)=O (butyric anhydride), C(C)=O (acetaldehyde). Procedure: To ice-cooled BF3 -etherate (8.66 g.. 61 mmol.) is added dropwise via a syringe, over one hour, a mixture of butyric anhydride (6.58 g., 41.6 mmol.) and acetaldehyde (1.22 g., 27.7 mmol.). The reaction mixture is stirred for an additional 2 hours, 10% aq. sodium acetate solution (28 ml.) is added, and the mixture again stirred for 45 minutes. The oily layer is extracted into ether (2×25 ml.), and the combined ethereal extracts are washed with saturated aqueous sodium bicarbonate solution until n... Reaction conditions: time 2 hour. Yields the product C(CCC)(=O)OC(C)OC(CCC)=O (Ethylidene dibutyrate). RXN SMILES: B(F)(F)F.[C:5]([O:10][C:11](=[O:15])[CH2:12]CC)(=[O:9])[CH2:6][CH2:7][CH3:8].[CH:16](=[O:18])[CH3:17].[C:19]([O-])(=O)[CH3:20].[Na+]>>[C:16]([O:15][CH:11]([O:10][C:5](=[O:9])[CH2:6][CH2:7][CH3:8])[CH3:12])(=[O:18])[CH2:17][CH2:19][CH3:20] |f:3.4|. Starting materials: [Cl-].O[NH3+] (hydroxylammonium chloride), C(O)([O-])=O.[Na+] (sodium hydrogen carbonate), CS(=O)C (dimethyl sulfoxide), CN(C=1N(C(C(=C(N1)CCC)CC1=CC=C(C=C1)C=1C(=CC=CC1)C#N)=O)C=1C=CC2=C(CC(O2)(C)C)C1)C (4′-{[2-(dimethylamino)-1-(2,2-dimethyl-2,3-dihydro-1-benzofuran-5-yl)-6-oxo-4-propyl-1,6-dihydropyrimidin-5-yl]methyl}biphenyl-2-carbonitrile). The solvent is O (water). Run at temperature 40 celsius, time 30 minute. The product is CN(C1=NC(=C(C(N1C=1C=CC2=C(CC(O2)(C)C)C1)=O)CC1=CC=C(C=C1)C1=C(C=CC=C1)C1=NOC(N1)=O)CCC)C (2-(dimethylamino)-3-(2,2-dimethyl-2,3-dihydro-1-benzofuran-5-yl)-5-{[2′-(5-oxo-4,5-dihydro-1,2,4-oxadiazol-3-yl)biphenyl-4-yl]methyl}-6-propylpyrimidin-4(3H)-one). The yield is 29.0%. RXN SMILES: [Cl-].O[NH3+:3].[C:4](=[O:7])([O-])[OH:5].[Na+].CS(C)=O.[CH3:13][N:14]([CH3:51])[C:15]1[N:16]([C:40]2[CH:41]=[CH:42][C:43]3[O:47][C:46]([CH3:49])([CH3:48])[CH2:45][C:44]=3[CH:50]=2)[C:17](=[O:39])[C:18]([CH2:24][C:25]2[CH:30]=[CH:29][C:28]([C:31]3[C:32]([C:37]#[N:38])=[CH:33][CH:34]=[CH:35][CH:36]=3)=[CH:27][CH:26]=2)=[C:19]([CH2:21][CH2:22][CH3:23])[N:20]=1>O>[CH3:51][N:14]([CH3:13])[C:15]1[N:16]([C:40]2[CH:41]=[CH:42][C:43]3[O:47][C:46]([CH3:49])([CH3:48])[CH2:45][C:44]=3[CH:50]=2)[C:17](=[O:39])[C:18]([CH2:24][C:25]2[CH:26]=[CH:27][C:28]([C:31]3[CH:36]=[CH:35][CH:34]=[CH:33][C:32]=3[C:37]3[NH:3][C:4](=[O:7])[O:5][N:38]=3)=[CH:29][CH:30]=2)=[C:19]([CH2:21][CH2:22][CH3:23])[N:20]=1 |f:0.1,2.3|. Procedure details: A mixture of hydroxylammonium chloride (0.71 g), sodium hydrogen carbonate (1.01 g) and dimethyl sulfoxide (5 mL) was stirred at 40° C. for 30 min, 4′-{[2-(dimethylamino)-1-(2,2-dimethyl-2,3-dihydro-1-benzofuran-5-yl)-6-oxo-4-propyl-1,6-dihydropyrimidin-5-yl]methyl}biphenyl-2-carbonitrile (0.31 g) was added, and the mixture was stirred at 90° C. for 16 hr. The mixture was allowed to cool to room temperature, water was added to the reaction mixture, and the precipitated solid was collected by fil... The reactants are O=C([O-])[O-], CC(C)=O, CC(=O)CCl, O=[N+]([O-])c1ccc(F)c(F)c1O, [I-], [K+], [K+], [K+]. Yields the product CC(=O)COc1c([N+](=O)[O-])ccc(F)c1F. Reaction SMILES: [C:18](=[O:19])([O-:20])[O-:21].[CH3:26][C:27](=[O:28])[CH3:29].[Cl:13][CH2:14][C:15]([CH3:16])=[O:17].[F:1][c:2]1[c:3]([OH:12])[c:4]([N+:9](=[O:10])[O-:11])[cH:5][cH:6][c:7]1[F:8].[I-:25].[K+:22].[K+:23].[K+:24]>>[F:1][c:2]1[c:3]([O:12][CH2:14][C:15]([CH3:16])=[O:17])[c:4]([N+:9](=[O:10])[O-:11])[cH:5][cH:6][c:7]1[F:8]. The reactants are CO, CCC(=O)C(CC(=O)O)N(NS(=O)(=O)C(C)CC)c1ccc(C2=CCNCC2)cc1. The product is CCC(=O)C(CC(=O)O)N(NS(=O)(=O)C(C)CC)c1ccc(C2CCNCC2)cc1. RXN SMILES: [CH3:31][OH:32].[NH:1]1[CH2:2][CH:3]=[C:4]([c:7]2[cH:8][cH:9][c:10]([N:13]([CH:14]([CH2:15][C:16](=[O:17])[OH:18])[C:19]([CH2:20][CH3:21])=[O:22])[NH:23][S:24](=[O:25])(=[O:26])[CH:27]([CH3:28])[CH2:29][CH3:30])[cH:11][cH:12]2)[CH2:5][CH2:6]1>>[NH:1]1[CH2:2][CH2:3][CH:4]([c:7]2[cH:8][cH:9][c:10]([N:13]([CH:14]([CH2:15][C:16](=[O:17])[OH:18])[C:19]([CH2:20][CH3:21])=[O:22])[NH:23][S:24](=[O:25])(=[O:26])[CH:27]([CH3:28])[CH2:29][CH3:30])[cH:11][cH:12]2)[CH2:5][CH2:6]1. Starting materials: FC(S(=O)(=O)OC1=CC=C(C=C1)[C@@H]1CC[C@H](CC1)CC(=O)OC)(F)F (methyl [trans-4-(4-{[(trifluoromethyl)sulfonyl]oxy}phenyl)cyclohexyl]acetate). Reagents/catalysts: [Pd] (Pd/C). The solvent is CO (MeOH). Reaction conditions: time 16 hour. Product: C1(=CC=CC=C1)[C@@H]1CC[C@H](CC1)CC(=O)OC (Methyl (trans-4-phenylcyclohexyl)acetate). Yield: 95.4%. RXN SMILES: FC(F)(F)S(O[C:7]1[CH:12]=[CH:11][C:10]([C@H:13]2[CH2:18][CH2:17][C@H:16]([CH2:19][C:20]([O:22][CH3:23])=[O:21])[CH2:15][CH2:14]2)=[CH:9][CH:8]=1)(=O)=O>CO.[Pd]>[C:10]1([C@H:13]2[CH2:14][CH2:15][C@H:16]([CH2:19][C:20]([O:22][CH3:23])=[O:21])[CH2:17][CH2:18]2)[CH:11]=[CH:12][CH:7]=[CH:8][CH:9]=1. Reported procedure: 10% Pd/C (4520 mg) was added to a solution of methyl [trans-4-(4-{[(trifluoromethyl)sulfonyl]oxy}phenyl)cyclohexyl]acetate (prepared as described in Patent Application WO2004/047755) (8100 mg) in MeOH (150 mL). The resulting suspension was stirred for 16 h under an atmosphere of Hydrogen. The suspension was filtered through diatomaceous earth and concentrated in vacuo to give a slurry. This was extracted into EtOAc (300 mL). The organic extract was washed with saturated aqueous sodium hydrogen c... As a reaction SMILES: C([Li])CCC.[Cl:6][C:7]1[CH:12]=[CH:11][C:10]([S:13]([CH2:16][C:17]2[CH:22]=[C:21]([F:23])[CH:20]=[CH:19][C:18]=2[F:24])(=[O:15])=[O:14])=[CH:9][CH:8]=1.[CH:25](=[O:29])[CH2:26][CH2:27][CH3:28].[Cl-].[NH4+]>O1CCCC1.CCCCCC>[Cl:6][C:7]1[CH:12]=[CH:11][C:10]([S:13]([CH:16]([C:17]2[CH:22]=[C:21]([F:23])[CH:20]=[CH:19][C:18]=2[F:24])[CH:25]([OH:29])[CH2:26][CH2:27][CH3:28])(=[O:15])=[O:14])=[CH:9][CH:8]=1 |f:3.4|. Reported procedure: Under a nitrogen atmosphere and at −78° C., n-butyl lithium (a 1.60M hexane solution, 0.688 ml, 1.10 mmol) was added to a tetrahydrofuran (5 ml) solution of the 2-[(4-chlorophenyl)sulfonylmethyl]-1,4-difluorobenzene (303 mg, 1.00 mmol) obtained in Example 5. The mixture was stirred at −78° C. for 1 hour. After addition of butanal (0.108 ml, 1.20 mmol), the mixture was stirred at −78° C. for 2 hours. A saturated aqueous ammonium chloride solution was added to the reaction mixture, followed by ext... Yields the product ClC1=CC=C(C=C1)S(=O)(=O)C(C(CCC)O)C1=C(C=CC(=C1)F)F (1-[(4-Chlorophenyl)sulfonyl]-1-(2,5-difluorophenyl)-2-pentanol). Reactants: [Cl-].[NH4+] (ammonium chloride), C(CCC)[Li] (n-butyl lithium), ClC1=CC=C(C=C1)S(=O)(=O)CC1=C(C=CC(=C1)F)F (2-[(4-Chlorophenyl)sulfonylmethyl]-1,4-difluorobenzene), C(CCC)=O (butanal). Reaction conditions: temperature -78 celsius, time 1 hour. Run in O1CCCC1 (tetrahydrofuran), CCCCCC (hexane).